Dataset: the Open Reaction Database (ORD), a public repository of structured organic reaction records. Task: describe an organic reaction: reactants, conditions, products, and yield The reactants are C(C)(=O)OCC (Ethyl acetate), Br.OC=1C=C2CCNC(C2=CC1O)C (6,7-Dihydroxy-1-methyl-1,2,3,4-tetrahydro-isoquinoline monohydrobromide), C([O-])(O)=O.[Na+] (sodium bicarbonate), C(OC(C)(C)C)(O)=O (t-butyl bicarbonate). Run in O (water), O1CCOCC1 (dioxane). Conditions: time 2.5 hour. Yields the product C(C)(C)(C)OC(=O)N1C(C2=CC(=C(C=C2CC1)O)O)C (2-t-butoxycarbonyl-6,7-dihydroxy-1-methyl-1,2,3,4-tetrahydro-isoquinoline). Yield: 99.3%. As a reaction SMILES: Br.[OH:2][C:3]1[CH:4]=[C:5]2[C:10](=[CH:11][C:12]=1[OH:13])[CH:9]([CH3:14])[NH:8][CH2:7][CH2:6]2.C(=O)(O)[O-].[Na+].[C:20](=O)([OH:26])[O:21][C:22]([CH3:25])([CH3:24])[CH3:23].C(OCC)(=O)C>O.O1CCOCC1>[C:22]([O:21][C:20]([N:8]1[CH2:7][CH2:6][C:5]2[C:10](=[CH:11][C:12]([OH:13])=[C:3]([OH:2])[CH:4]=2)[CH:9]1[CH3:14])=[O:26])([CH3:25])([CH3:24])[CH3:23] |f:0.1,2.3|. Reported procedure: 6,7-Dihydroxy-1-methyl-1,2,3,4-tetrahydro-isoquinoline monohydrobromide (510 mg, 2.9 mol) was dissolved in water (5 ml) and dioxane (5 ml), and the solution was mixed with sodium bicarbonate (410 mg, 4.9 mmol) and t-butyl bicarbonate (470 mg, 2.2 mmol) and stirred at room temperature for 2.5 hours. Ethyl acetate was added to the reaction solution, and the organic layer was washed with dilute hydrochloric acid and saturated brine and then dried with anhydrous magnesium sulfate. The solvent was re...